Task: describe an organic reaction: reactants, conditions, products, and yield. Dataset: the Open Reaction Database (ORD), a public repository of structured organic reaction records The reactants are Cl.NC1=NC(=NS1)C(C(=O)Cl)=NOCC (2-(5-amino-1,2,4-thiadiazol-3-yl)-2-ethoxyimino acetylchloride hydrochloride), C([O-])([O-])=O.[K+].[K+] (potassium carbonate), C([O-])([O-])=O.[K+].[K+] (potassium carbonate), Cl.[I-].C(C1=CC=CC=C1)(C1=CC=CC=C1)OC(=O)C1=C(CS[C@H]2N1C(C2N)=O)C[P+](C2=CC=CC=C2)(C2=CC=CC=C2)C2=CC=CC=C2 ((4-benzhydryloxycarbonyl-7-amino-3-cephem-3-ylmethyl)triphenylphosphonium iodide hydrochloride), C([O-])(O)=O.[Na+] (sodium bicarbonate). The solvent is O1CCCC1 (tetrahydrofuran), C(C)(=O)OCC (Ethyl acetate), O1CCCC1 (tetrahydrofuran). Run at time 30 minute. Product: NC1=NC(=NS1)C(C(=O)NC1[C@@H]2N(C(=C(CS2)C=P(C2=CC=CC=C2)(C2=CC=CC=C2)C2=CC=CC=C2)C(=O)OC(C2=CC=CC=C2)C2=CC=CC=C2)C1=O)=NOCC (benzhydryl 7-[2-(5-amino-1,2,4-thiadiazol-3-yl)-2-ethoxyiminoacetamido]-3-(triphenylphosphoranediylmethyl)-3-cephem-4-carboxylate). Yield: 86.4%. Reaction SMILES: Cl.[I-].[CH:3]([O:16][C:17]([C:19]1[N:24]2[C:25](=[O:28])[CH:26]([NH2:27])[C@H:23]2[S:22][CH2:21][C:20]=1[CH2:29][P+:30]([C:43]1[CH:48]=[CH:47][CH:46]=[CH:45][CH:44]=1)([C:37]1[CH:42]=[CH:41][CH:40]=[CH:39][CH:38]=1)[C:31]1[CH:36]=[CH:35][CH:34]=[CH:33][CH:32]=1)=[O:18])([C:10]1[CH:15]=[CH:14][CH:13]=[CH:12][CH:11]=1)[C:4]1[CH:9]=[CH:8][CH:7]=[CH:6][CH:5]=1.C(=O)(O)[O-].[Na+].Cl.[NH2:55][C:56]1[S:60][N:59]=[C:58]([C:61](=[N:65][O:66][CH2:67][CH3:68])[C:62](Cl)=[O:63])[N:57]=1.C(=O)([O-])[O-].[K+].[K+]>O1CCCC1.C(OCC)(=O)C>[NH2:55][C:56]1[S:60][N:59]=[C:58]([C:61](=[N:65][O:66][CH2:67][CH3:68])[C:62]([NH:27][CH:26]2[C:25](=[O:28])[N:24]3[C:19]([C:17]([O:16][CH:3]([C:4]4[CH:9]=[CH:8][CH:7]=[CH:6][CH:5]=4)[C:10]4[CH:11]=[CH:12][CH:13]=[CH:14][CH:15]=4)=[O:18])=[C:20]([CH:29]=[P:30]([C:31]4[CH:32]=[CH:33][CH:34]=[CH:35][CH:36]=4)([C:43]4[CH:48]=[CH:47][CH:46]=[CH:45][CH:44]=4)[C:37]4[CH:38]=[CH:39][CH:40]=[CH:41][CH:42]=4)[CH2:21][S:22][C@H:23]23)=[O:63])[N:57]=1 |f:0.1.2,3.4,5.6,7.8.9|. Procedure details: (4-benzhydryloxycarbonyl-7-amino-3-cephem-3-ylmethyl)triphenylphosphonium iodide hydrochloride (5 g) was dissolved in a mixed solution of tetrahydrofuran (35 ml) and 35 ml of aqueous sodium bicarbonate (1.6 g). To the solution was added a solution of 2-(5-amino-1,2,4-thiadiazol-3-yl)-2-ethoxyimino acetylchloride hydrochloride (syn isomer) (2.6 g) in tetrahydrofuran at -3° C. to 3° C., and the solution was stirred for 30 minutes under keeping the pH 6.5 to 7.5 with 20% aqueous potassium carbonate... Reactants: O=C([O-])[O-], CCOC(=O)C(=O)Nc1c([N+](=O)[O-])ccc2c1CCCN2, CI, CC#N, [Cs+], [Cs+]. Product: CCOC(=O)C(=O)N(C)c1c([N+](=O)[O-])ccc2c1CCCN2. RXN SMILES: [C:24](=[O:25])([O-:26])[O-:27].[CH2:1]([CH3:2])[O:3][C:4]([C:5](=[O:6])[NH:7][c:8]1[c:9]2[c:14]([cH:15][cH:16][c:17]1[N+:18](=[O:19])[O-:20])[NH:13][CH2:12][CH2:11][CH2:10]2)=[O:21].[CH3:22][I:23].[CH3:30][C:31]#[N:32].[Cs+:28].[Cs+:29]>>[CH2:1]([CH3:2])[O:3][C:4]([C:5](=[O:6])[N:7]([c:8]1[c:9]2[c:14]([cH:15][cH:16][c:17]1[N+:18](=[O:19])[O-:20])[NH:13][CH2:12][CH2:11][CH2:10]2)[CH3:24])=[O:21]. Reactants: [Na+], O=C([O-])O, O=[N+]([O-])O, Sc1nc2cccccc-2n1. Product: c1ccc2ncnc-2cc1. Reaction SMILES: [Na+:12].[OH:13][C:14](=[O:15])[O-:16].[OH:17][N+:18](=[O:19])[O-:20].[SH:1][c:2]1[n:3][c:4]2[cH:11][cH:10][cH:9][cH:8][cH:7][c:5]-2[n:6]1>>[cH:2]1[n:3][c:4]2[cH:11][cH:10][cH:9][cH:8][cH:7][c:5]-2[n:6]1. The reactants are C(C)N(CC)S(F)(F)F ((diethylamino)-sulfur trifluoride), C(C)(=O)OCCCC(CCCOC(C)=O)O (acetic acid, 7-acetoxy-4-hydroxy-heptyl ester). Run in C(Cl)Cl (CH2Cl2), C(Cl)Cl (CH2Cl2), C(C)(=O)OCC (ethyl acetate). Conditions: time 30 minute. Yields the product C(C)(=O)OCCCC(CCCOC(C)=O)F (Acetic Acid, 7-acetoxy-4-fluro-heptyl Ester). Isolated yield 94.7%. Reaction SMILES: C(N(S(F)(F)[F:7])CC)C.[C:10]([O:13][CH2:14][CH2:15][CH2:16][CH:17](O)[CH2:18][CH2:19][CH2:20][O:21][C:22](=[O:24])[CH3:23])(=[O:12])[CH3:11]>C(Cl)Cl.C(OCC)(=O)C>[C:10]([O:13][CH2:14][CH2:15][CH2:16][CH:17]([F:7])[CH2:18][CH2:19][CH2:20][O:21][C:22](=[O:24])[CH3:23])(=[O:12])[CH3:11]. Reported procedure: To a solution of (diethylamino)-sulfur trifluoride (571 mg, 3.54 mmol) in CH2Cl2 was added the solution of acetic acid, 7-acetoxy-4-hydroxy-heptyl ester (403 mg, 1.74 mmol) in CH2Cl2 (10 ml) at −78° C. The resulting mixture was allowed to stir for 15 minutes −78° C., 30 minutes at room temperature and then diluted with ethyl acetate (300 ml). The organic solution was washed with sat. NaHCO3, brine and dried over Na2SO4. Evaporation of the solvent and purification of the residue by column chromat... Procedure: 80 μmol of 2,4-diaminophenol.2HCl and 80 μmol of 5-chloro-naphthalene-1-carboxylic acid were dissolved in 100 mg of PPA, and then, the mixed solution was stirred at a temperature of 180° C. for 3 to 4 hours. After completion of the reaction, the reaction solution was cooled, neutralized with 10% NaOH, and filtered by using distilled water for recrystallization in a slow manner, thereby obtaining 18.7 mg of 2-(5-chloronaphthalene-1-yl)benzo[d]oxazole-5-amine (Derivative #5) (yield: 79%). Reaction SMILES: [CH:1]1[C:6]([NH2:7])=[CH:5][C:4]([NH2:8])=[C:3]([OH:9])[CH:2]=1.Cl.Cl.[Cl:12][C:13]1[CH:22]=[CH:21][CH:20]=[C:19]2[C:14]=1[CH:15]=[CH:16][CH:17]=[C:18]2[C:23](O)=O.[OH-].[Na+]>>[Cl:12][C:13]1[CH:22]=[CH:21][CH:20]=[C:19]2[C:14]=1[CH:15]=[CH:16][CH:17]=[C:18]2[C:23]1[O:9][C:3]2[CH:2]=[CH:1][C:6]([NH2:7])=[CH:5][C:4]=2[N:8]=1 |f:0.1.2,4.5|. Reactants: C1=CC(=C(C=C1N)N)O.Cl.Cl (2,4-diaminophenol.2HCl), ClC1=C2C=CC=C(C2=CC=C1)C(=O)O (5-chloro-naphthalene-1-carboxylic acid), [OH-].[Na+] (NaOH). Yield: 79.3%. Reaction conditions: temperature 180 celsius, time 3.5 hour. Product: ClC1=C2C=CC=C(C2=CC=C1)C=1OC2=C(N1)C=C(C=C2)N (2-(5-chloronaphthalene-1-yl)benzo[d]oxazole-5-amine). Reactants: NC1=C(C(=O)NCCC2=CC=NC=C2)C=CC(=C1OCCCCC)OC (2-Amino-4-methoxy-3-pentyloxy-N-(2-pyridin-4-ylethyl)benzamide), C(=S)=S (carbon disulfide), C1CCC2=NCCCN2CC1 (1,8-diazabicyclo [5.4.0]-7-undecene), CN(C)C=O (DMF). Solvent: O (water), C(C)(=O)OCC (Ethyl acetate). The product is COC1=CC=C2C(N(C(NC2=C1OCCCCC)=S)CCC1=CC=NC=C1)=O (7-methoxy-8-pentyloxy-3-(2-pyridin-4-ylethyl)-2-thioxo-2,3-dihydro-1H-quinazolin-4-one). Yield: 11.0%. Reaction SMILES: [NH2:1][C:2]1[C:18]([O:19][CH2:20][CH2:21][CH2:22][CH2:23][CH3:24])=[C:17]([O:25][CH3:26])[CH:16]=[CH:15][C:3]=1[C:4]([NH:6][CH2:7][CH2:8][C:9]1[CH:14]=[CH:13][N:12]=[CH:11][CH:10]=1)=[O:5].[C:27](=S)=[S:28].C1CCN2C(=NCCC2)CC1.CN(C=O)C>O.C(OCC)(=O)C>[CH3:26][O:25][C:17]1[C:18]([O:19][CH2:20][CH2:21][CH2:22][CH2:23][CH3:24])=[C:2]2[C:3]([C:4](=[O:5])[N:6]([CH2:7][CH2:8][C:9]3[CH:10]=[CH:11][N:12]=[CH:13][CH:14]=3)[C:27](=[S:28])[NH:1]2)=[CH:15][CH:16]=1. Reported procedure: 2-Amino-4-methoxy-3-pentyloxy-N-(2-pyridin-4-ylethyl)benzamide (200 mg, 0.560 mmol) obtained in Example 2-61, carbon disulfide (0.6 ml), 1,8-diazabicyclo [5.4.0]-7-undecene (0.0837 ml, 0.56 mmol) and DMF (1.0 ml) were mixed, and this mixture was refluxed under heating for 4 hours. Ethyl acetate (4 ml) and water were added to this reaction mixture. The organic layer was washed with saturated aqueous sodium hydrogencarbonate solution (5 ml) and saturated brine (5 ml), and dried over anhydrous magn... The reactants are N(=[N+]=[N-])CC1CN(CC2=CC=C(C=C12)OC)C(=O)OC(C)(C)C (tert-Butyl 4-(azidomethyl)-6-methoxy-3,4-dihydro-2(1H)-isoquinolinecarboxylate). The reagents and catalysts are [Pd] (palladium-on-carbon). Solvent: CO (methanol). Run at time 3 hour. Product: NCC1CN(CC2=CC=C(C=C12)OC)C(=O)OC(C)(C)C (tert-Butyl 4-(aminomethyl)-6-methoxy-3,4-dihydro-2(1H)-isoquinolinecarboxylate). RXN SMILES: [N:1]([CH2:4][CH:5]1[C:14]2[C:9](=[CH:10][CH:11]=[C:12]([O:15][CH3:16])[CH:13]=2)[CH2:8][N:7]([C:17]([O:19][C:20]([CH3:23])([CH3:22])[CH3:21])=[O:18])[CH2:6]1)=[N+]=[N-]>CO.[Pd]>[NH2:1][CH2:4][CH:5]1[C:14]2[C:9](=[CH:10][CH:11]=[C:12]([O:15][CH3:16])[CH:13]=2)[CH2:8][N:7]([C:17]([O:19][C:20]([CH3:23])([CH3:22])[CH3:21])=[O:18])[CH2:6]1. Procedure: The compound obtained in Step B (1.14 g) is dissolved in 100 ml of methanol and then palladium-on-carbon (120 mg) is added to the solution. The reaction mixture is stirred at ambient temperature and under hydrogen for 3 hours.